describe an organic reaction: reactants, conditions, products, and yield From a dataset of the Open Reaction Database (ORD), a public repository of structured organic reaction records. Starting materials: CO, Fc1cc(F)c(COCC2CC(SC(c3ccccc3)(c3ccccc3)c3ccccc3)CN2c2ccnc(Cl)n2)cc1F. Yields the product COc1nccc(N2CC(SC(c3ccccc3)(c3ccccc3)c3ccccc3)CC2COCc2cc(F)c(F)cc2F)n1. Reaction SMILES: [CH3:45][OH:46].[Cl:1][c:2]1[n:3][cH:4][cH:5][c:6]([N:8]2[CH:9]([CH2:33][O:34][CH2:35][c:36]3[c:37]([F:44])[cH:38][c:39]([F:43])[c:40]([F:42])[cH:41]3)[CH2:10][CH:11]([S:13][C:14]([c:15]3[cH:16][cH:17][cH:18][cH:19][cH:20]3)([c:21]3[cH:22][cH:23][cH:24][cH:25][cH:26]3)[c:27]3[cH:28][cH:29][cH:30][cH:31][cH:32]3)[CH2:12]2)[n:7]1>>[c:2]1([O:46][CH3:45])[n:3][cH:4][cH:5][c:6]([N:8]2[CH:9]([CH2:33][O:34][CH2:35][c:36]3[c:37]([F:44])[cH:38][c:39]([F:43])[c:40]([F:42])[cH:41]3)[CH2:10][CH:11]([S:13][C:14]([c:15]3[cH:16][cH:17][cH:18][cH:19][cH:20]3)([c:21]3[cH:22][cH:23][cH:24][cH:25][cH:26]3)[c:27]3[cH:28][cH:29][cH:30][cH:31][cH:32]3)[CH2:12]2)[n:7]1.